From a dataset of the Open Reaction Database (ORD), a public repository of structured organic reaction records. describe an organic reaction: reactants, conditions, products, and yield The reactants are [BH4-], CC(C)(C)[SiH2]OC(C)(C)c1cc(C=O)ccc1Cl, CO, CCN(C(C)C)C(C)C, Cl, NCCF, [Na+]. Yields the product CC(C)(C)[SiH2]OC(C)(C)c1cc(CNCCF)ccc1Cl. RXN SMILES: [BH4-:33].[C:1]([CH3:2])([CH3:3])([CH3:4])[SiH2:5][O:6][C:7]([c:8]1[cH:9][c:10]([CH:11]=[O:12])[cH:13][cH:14][c:15]1[Cl:16])([CH3:17])[CH3:18].[CH3:35][OH:36].[CH:19]([N:20]([CH2:21][CH3:22])[CH:23]([CH3:24])[CH3:25])([CH3:26])[CH3:27].[ClH:28].[F:29][CH2:30][CH2:31][NH2:32].[Na+:34]>>[C:1]([CH3:2])([CH3:3])([CH3:4])[SiH2:5][O:6][C:7]([c:8]1[cH:9][c:10]([CH2:11][NH:32][CH2:31][CH2:30][F:29])[cH:13][cH:14][c:15]1[Cl:16])([CH3:17])[CH3:18]. Reactants: ClCCl, CC(=O)O, C(=NC1CCCCC1)=NC1CCCCC1, Cc1ccc(Oc2ccc(Nc3ncnc4ccc(C=CCN)cc34)cc2Cl)cn1. Yields the product CC(=O)NCC=Cc1ccc2ncnc(Nc3ccc(Oc4ccc(C)nc4)c(Cl)c3)c2c1. RXN SMILES: [CH2:50]([Cl:51])[Cl:52].[CH3:1][C:2]([OH:3])=[O:4].[CH:5]1([N:6]=[C:7]=[N:8][CH:9]2[CH2:10][CH2:11][CH2:12][CH2:13][CH2:14]2)[CH2:15][CH2:16][CH2:17][CH2:18][CH2:19]1.[NH2:20][CH2:21][CH:22]=[CH:23][c:24]1[cH:25][c:26]2[c:27]([NH:34][c:35]3[cH:36][c:37]([Cl:49])[c:38]([O:41][c:42]4[cH:43][n:44][c:45]([CH3:48])[cH:46][cH:47]4)[cH:39][cH:40]3)[n:28][cH:29][n:30][c:31]2[cH:32][cH:33]1>>[CH3:1][C:2](=[O:4])[NH:20][CH2:21][CH:22]=[CH:23][c:24]1[cH:25][c:26]2[c:27]([NH:34][c:35]3[cH:36][c:37]([Cl:49])[c:38]([O:41][c:42]4[cH:43][n:44][c:45]([CH3:48])[cH:46][cH:47]4)[cH:39][cH:40]3)[n:28][cH:29][n:30][c:31]2[cH:32][cH:33]1. The reactants are CO\N=C(\C(=O)OC)/C1=C(C=CC=C1C)CBr (methyl E-2-bromomethyl-6-methylphenylglyoxylate O-methyl oxime), O (water), C1(=CC=CC=C1O)C (o-Cresol), [H-].[Na+] (sodium hydride). The solvent is CN(C)C=O (DMF), CN(C)C=O (DMF). Conditions: time 1 hour. Product: CO\N=C(\C(=O)OC)/C1=C(C=CC=C1C)COC1=C(C=CC=C1)C (Methyl E-2-((2-Methyl Phenyl)Oxymethyl)-6-Methylphenylglyoxylate O-Methyl Oxime). Reaction SMILES: [C:1]1([CH3:8])[C:6]([OH:7])=[CH:5][CH:4]=[CH:3][CH:2]=1.[H-].[Na+].[CH3:11][O:12]/[N:13]=[C:14](\[C:19]1[C:24]([CH3:25])=[CH:23][CH:22]=[CH:21][C:20]=1[CH2:26]Br)/[C:15]([O:17][CH3:18])=[O:16].O>CN(C=O)C>[CH3:11][O:12]/[N:13]=[C:14](\[C:19]1[C:24]([CH3:25])=[CH:23][CH:22]=[CH:21][C:20]=1[CH2:26][O:7][C:6]1[CH:5]=[CH:4][CH:3]=[CH:2][C:1]=1[CH3:8])/[C:15]([O:17][CH3:18])=[O:16] |f:1.2|. Procedure details: o-Cresol (5.9 g, 0.542 mol) was added to a suspension solution of sodium hydride (95%, 2 g, 0.813 mol) in DMF (100 mL) at 0 ° C., the reaction mixture was stirred for 1 hour at room temperature. This above reaction solution was added dropwise to a solution of methyl E-2-bromomethyl-6-methylphenylglyoxylate O-methyl oxime (16.2 g, 0.542 mol) in DMF (100 mL) for 30 min at 0 ° C. After was stirred for 1 hour at room temperature, the reaction mixture was added water (200 mL) and extracted with ether... Reactants: CC1=CC=C(C=C1OCCCC(C)(C([H])=O)C)C, OC(CC(N(C)OC)=O)=O. The reagents and catalysts are CN(C)c1ccncc1, 4Å Molecular Sieve, C1CNCC1. Solvent: C1COCC1. Conditions: temperature 25 celsius, time 24 hour. Yields the product O=C(N(OC)C)/C=C/C(C)(C)CCCOC1=CC(C)=CC=C1C. The yield is 0.0%. Starting materials: CN(c1ccc(CBr)cc1)S(C)(=O)=O, O=C([O-])[O-], COC1(c2cc(O)cc(F)c2)CCOCC1, [K+], [K+], CN(C)C=O. The product is COC1(c2cc(F)cc(OCc3ccc(N(C)S(C)(=O)=O)cc3)c2)CCOCC1. Reaction SMILES: [Br:1][CH2:2][c:3]1[cH:4][cH:5][c:6]([N:9]([S:10](=[O:11])(=[O:12])[CH3:13])[CH3:14])[cH:7][cH:8]1.[C:31](=[O:32])([O-:33])[O-:34].[F:15][c:16]1[cH:17][c:18]([OH:30])[cH:19][c:20]([C:22]2([O:28][CH3:29])[CH2:23][CH2:24][O:25][CH2:26][CH2:27]2)[cH:21]1.[K+:35].[K+:36].[O:37]=[CH:38][N:39]([CH3:40])[CH3:41]>>[CH2:2]([c:3]1[cH:4][cH:5][c:6]([N:9]([S:10](=[O:11])(=[O:12])[CH3:13])[CH3:14])[cH:7][cH:8]1)[O:30][c:18]1[cH:17][c:16]([F:15])[cH:21][c:20]([C:22]2([O:28][CH3:29])[CH2:23][CH2:24][O:25][CH2:26][CH2:27]2)[cH:19]1.